From a dataset of the Open Reaction Database (ORD), a public repository of structured organic reaction records. describe an organic reaction: reactants, conditions, products, and yield Reactants: C(#N)[Cu] (CuCN), ClC1=NC(=CC=C1[N+](=O)[O-])Cl (2,6-dichloro-3-nitro-pyridine), C1CCOC1 (THF), [C-]#[Si+] (silicon carbide). Solvent: O (H2O), CN1CCCC1=O (NMP). Conditions: temperature 180 celsius. Yields the product ClC1=CC=C(C(=N1)C#N)[N+](=O)[O-] (6-chloro-3-nitro-pyridine-2-carbonitrile). Reaction SMILES: Cl[C:2]1[C:7]([N+:8]([O-:10])=[O:9])=[CH:6][CH:5]=[C:4]([Cl:11])[N:3]=1.C1COCC1.[C-]#[Si+].[C:19]([Cu])#[N:20]>O.CN1C(=O)CCC1>[Cl:11][C:4]1[N:3]=[C:2]([C:19]#[N:20])[C:7]([N+:8]([O-:10])=[O:9])=[CH:6][CH:5]=1. Procedure details: 2,6-dichloro-3-nitro-pyridine (2.5 g, 12.9 mmol) is taken up in a solvent mixture of THF and NMP (5:1, 13 mL), combined with two spatula tips of silicon carbide and CuCN (2.3 g, 26.0 mmol) and heated to 180° C. in the microwave reactor for 45 min. Then the solid obtained is suspended in H2O, extracted with ethyl acetate, washed with NaCl-sln., the organic phase is dried on MgSO4, the solvent is eliminated in vacuo and 6-chloro-3-nitro-pyridine-2-carbonitrile (HPLC-MS: tRet.=1.01 min, MS(M+H)+=18... Reactants: C(CCC)[Li] (butyllithium), C(#C)C=1N=CN2C1CN(C(C1=C2C=CC(=C1)F)=O)C (3-ethynyl-8-fluoro-4,5-dihydro-5-methyl-6H-imidazo[1,5-a][1,4]benzodiazepin-6-one), CN(P(N(C)C)(N(C)C)=O)C (hexamethylphosphoric acid triamide), C1(CCC1)=O (cyclobutanone). Solvent: CCCCCC (hexane), O1CCCC1 (tetrahydrofuran), O (water). Conditions: time 2 hour. The product is FC=1C=CC2=C(C(N(CC=3N2C=NC3C#CC3(CCC3)O)C)=O)C1 (8-fluoro-4,5-dihydro-3-[ (1-hydroxycyclobutyl)-ethynyl]-5-methyl-6H-imidazo[1,5-a][1,4]benzodiazepin-6-one). As a reaction SMILES: [C:1]([C:3]1[N:4]=[CH:5][N:6]2[C:12]3[CH:13]=[CH:14][C:15]([F:17])=[CH:16][C:11]=3[C:10](=[O:18])[N:9]([CH3:19])[CH2:8][C:7]=12)#[CH:2].C([Li])CCC.CN(C)P(=O)(N(C)C)N(C)C.[C:36]1(=[O:40])[CH2:39][CH2:38][CH2:37]1>O1CCCC1.CCCCCC.O>[F:17][C:15]1[CH:14]=[CH:13][C:12]2[N:6]3[CH:5]=[N:4][C:3]([C:1]#[C:2][C:36]4([OH:40])[CH2:39][CH2:38][CH2:37]4)=[C:7]3[CH2:8][N:9]([CH3:19])[C:10](=[O:18])[C:11]=2[CH:16]=1. Procedure details: 3.83 g (15 mmol) of 3-ethynyl-8-fluoro-4,5-dihydro-5-methyl-6H-imidazo[1,5-a][1,4]benzodiazepin-6-one was suspended in 30 ml of tetrahydrofuran and treated dropwise within 30 minutes at a maximum of -5° with 20 ml (30 mmol) of 1.6M butyllithium in hexane. After stirring for two hours in an ice-bath the mixture was cooled to -70° and 5 ml of hexamethylphosphoric acid triamide and 2 g (28 mmol) of cyclobutanone was added thereto in succession. The mixture was left to come to room temperature withi... Reactants: CCCCc1nc(C)n(CC(=O)O)c(=O)c1Cc1ccc(-c2ccccc2-c2noc(=O)[nH]2)cc1, CCN=C=NCCCN(C)C, CC(C)(C)N, CCOC(C)=O, CN(C)C=O, Cl, On1nnc2ccccc21. Product: CCCCc1nc(C)n(CC(=O)NC(C)(C)C)c(=O)c1Cc1ccc(-c2ccccc2-c2noc(=O)[nH]2)cc1. RXN SMILES: [CH2:1]([CH2:2][CH2:3][CH3:4])[c:5]1[n:6][c:7]([CH3:35])[n:8]([CH2:31][C:32](=[O:33])[OH:34])[c:9](=[O:30])[c:10]1[CH2:11][c:12]1[cH:13][cH:14][c:15](-[c:18]2[c:19](-[c:24]3[n:25][o:26][c:27](=[O:29])[nH:28]3)[cH:20][cH:21][cH:22][cH:23]2)[cH:16][cH:17]1.[CH2:52]([N:53]=[C:54]=[N:55][CH2:56][CH2:57][CH2:58][N:59]([CH3:60])[CH3:61])[CH3:62].[CH3:36][C:37]([CH3:38])([CH3:39])[NH2:40].[CH3:63][CH2:64][O:65][C:66](=[O:67])[CH3:68].[CH3:69][N:70]([CH3:71])[CH:72]=[O:73].[ClH:51].[OH:41][n:42]1[c:43]2[cH:44][cH:45][cH:46][cH:47][c:48]2[n:49][n:50]1>>[CH2:1]([CH2:2][CH2:3][CH3:4])[c:5]1[n:6][c:7]([CH3:35])[n:8]([CH2:31][C:32](=[O:33])[NH:40][C:37]([CH3:36])([CH3:38])[CH3:39])[c:9](=[O:30])[c:10]1[CH2:11][c:12]1[cH:13][cH:14][c:15](-[c:18]2[c:19](-[c:24]3[n:25][o:26][c:27](=[O:29])[nH:28]3)[cH:20][cH:21][cH:22][cH:23]2)[cH:16][cH:17]1. The reactants are BrC1=CC=C2C(CC(C2=C1)=O)(C)C (6-bromo-2,3-dihydro-3,3-dimethyl-1H-inden-1-one), C[Si](C)(C)C#C ((trimethylsilyl)acetylene). The reagents and catalysts are [Cu]I (copper(I) iodide), C1=CC=C(C=C1)P(C2=CC=CC=C2)C3=CC=CC=C3.C1=CC=C(C=C1)P(C2=CC=CC=C2)C3=CC=CC=C3.Cl[Pd]Cl (bis(triphenylphosphine)palladium(II)chloride). The solvent is CCN(CC)CC (Et3N). Conditions: temperature 70 celsius. Yields the product C[Si](CCC1C(C2=CC=CC=C2C1(C)C)=O)(C)C (2-Trimethylsilylethyl-2,3-dihydro-3,3-dimethyl-1H-inden-1-one). As a reaction SMILES: Br[C:2]1[CH:10]=[C:9]2[C:5]([C:6]([CH3:13])([CH3:12])[CH2:7][C:8]2=[O:11])=[CH:4][CH:3]=1.[CH3:14][Si:15]([C:18]#[CH:19])([CH3:17])[CH3:16]>CCN(CC)CC.[Cu]I.C1C=CC(P(C2C=CC=CC=2)C2C=CC=CC=2)=CC=1.C1C=CC(P(C2C=CC=CC=2)C2C=CC=CC=2)=CC=1.Cl[Pd]Cl>[CH3:14][Si:15]([CH3:17])([CH3:16])[CH2:18][CH2:19][CH:7]1[C:6]([CH3:13])([CH3:12])[C:5]2[C:9](=[CH:10][CH:2]=[CH:3][CH:4]=2)[C:8]1=[O:11] |f:4.5.6|. Procedure: To a solution of 815.0 mg (3.41 mmol) 6-bromo-2,3-dihydro-3,3-dimethyl-1H-inden-1-one (See Smith et al. Org. Prep. Proced. Int. 1978 123-131) in 100 ml of degassed Et3N (sparged with argon for 20 min) was added 259.6 mg (1.363 mmol) of copper(I) iodide, 956.9 mg (1.363 mmol) of bis(triphenylphosphine)palladium(II)chloride, and 3.14 g (34.08 mmol) of (trimethylsilyl)acetylene. This mixture was heated at 70° C. for 42 hours, cooled to room temperature, and filtered through a pad of silica gel and ... Reactants: BrC=1C=C(C=C(C1)OC)C=1C=CC=2C(=NON2)C1 (5-(3-bromo-5-methoxyphenyl)benzofurazan), C[Sn](C)(C)C=1N=C2N(C=CC=C2)C1 ((trimethylstannyl)imidazol[1,2-a]pyridine), C1(=CC=CC=C1)P(C1=CC=CC=C1)C1=CC=CC=C1 (triphenylphosphine), bis(dibenzylidineacetone)palladium(0), CN(C=O)C (dimethylformamide). Conditions: temperature 125 celsius. Product: COC1=C(C=C(C=C1)C=1C=CC=2N(C1)C=CN2)C=2C=CC=1C(=NON1)C2 (6-[4-methoxy-3-(5-benzofurazanyl)phenyl]imidazo[1,2-a]pyridine). As a reaction SMILES: Br[C:2]1[CH:3]=[C:4]([C:10]2[CH:11]=[CH:12][C:13]3[C:14]([CH:18]=2)=[N:15][O:16][N:17]=3)[CH:5]=[C:6](OC)[CH:7]=1.C[Sn]([C:23]1[N:24]=[C:25]2[CH:30]=[CH:29][CH:28]=[CH:27][N:26]2[CH:31]=1)(C)C.C1(P(C2C=CC=CC=2)C2C=CC=CC=2)C=CC=CC=1.CN(C)[CH:53]=[O:54]>>[CH3:53][O:54][C:3]1[CH:2]=[CH:7][C:6]([C:28]2[CH:29]=[CH:30][C:25]3[N:26]([CH:31]=[CH:23][N:24]=3)[CH:27]=2)=[CH:5][C:4]=1[C:10]1[CH:11]=[CH:12][C:13]2[C:14]([CH:18]=1)=[N:15][O:16][N:17]=2. Procedure details: A stirred mixture of 5-(3-bromo-5-methoxyphenyl)benzofurazan (2.44 g, 8 mmol), 6 (trimethylstannyl)imidazol[1,2-a]pyridine (2.2 g, 7.9 mmol), triphenylphosphine (336 mg, 1.28 mmol), and bis(dibenzylidineacetone)palladium(0) (186 mg, 0.32 mmol) in dimethylformamide (60 mL) is heated at 125° C. under an argon atmosphere for 36 h. The solvent is evaporated off under reduced pressure to yield a crude product which is purified by chromatography (silica gel, 95% ethyl acetate/4.5% ethanol/0.5% aqueous... Starting materials: C(C1=CC=CC=C1)N1CCNCC1 (benzylpiperazine), C(C)OC(=O)C=1OC2=C(C1)C=CC=C2Br (7-bromo-benzofuran-2-carboxylic acid ethyl ester). The product is C(C)OC(=O)C=1OC2=C(C1)C=CC=C2N2CCN(CC2)CC2=CC=CC=C2 (7-(4-Benzyl-piperazin-1-yl)-benzofuran-2-carboxylic acid ethyl ester). RXN SMILES: [CH2:1]([N:8]1[CH2:13][CH2:12][NH:11][CH2:10][CH2:9]1)[C:2]1[CH:7]=[CH:6][CH:5]=[CH:4][CH:3]=1.[CH2:14]([O:16][C:17]([C:19]1[O:20][C:21]2[C:27](Br)=[CH:26][CH:25]=[CH:24][C:22]=2[CH:23]=1)=[O:18])[CH3:15]>>[CH2:14]([O:16][C:17]([C:19]1[O:20][C:21]2[C:27]([N:11]3[CH2:12][CH2:13][N:8]([CH2:1][C:2]4[CH:3]=[CH:4][CH:5]=[CH:6][CH:7]=4)[CH2:9][CH2:10]3)=[CH:26][CH:25]=[CH:24][C:22]=2[CH:23]=1)=[O:18])[CH3:15]. Reported procedure: The compound was prepared according to the procedure disclosed in Example 1a starting from benzylpiperazine (16.1 mL, 92.6 mmol) and 7-bromo-benzofuran-2-carboxylic acid ethyl ester (16.6 g, 61.7 mmol). The product was purified by flash chromatography (SiO2; hexane/EtOAc, gradient 0-50%). Yield: 14 g (63%).